Dataset: the Open Reaction Database (ORD), a public repository of structured organic reaction records. Task: describe an organic reaction: reactants, conditions, products, and yield Starting materials: C(C1=CC=CC=C1)OC1=CC=C(C=C1)N1C(N(C=2C1=NC=C(C2)OC(F)F)CC)=O (3-[4-(benzyloxy)phenyl]-6-(difluoromethoxy)-1-ethyl-1,3-dihydro-2H-imidazo[4,5-b]pyridin-2-one). Reagents/catalysts: [Pd] (palladium on carbon). The solvent is CO (MeOH). Reaction conditions: time 2 hour. The product is FC(OC=1C=C2C(=NC1)N(C(N2CC)=O)C2=CC=C(C=C2)O)F (6-(difluoromethoxy)-1-ethyl-3-(4-hydroxyphenyl)-1,3-dihydro-2H-imidazo[4,5-b]pyridin-2-one). Isolated yield 100.1%. As a reaction SMILES: C([O:8][C:9]1[CH:14]=[CH:13][C:12]([N:15]2[C:19]3=[N:20][CH:21]=[C:22]([O:24][CH:25]([F:27])[F:26])[CH:23]=[C:18]3[N:17]([CH2:28][CH3:29])[C:16]2=[O:30])=[CH:11][CH:10]=1)C1C=CC=CC=1>[Pd].CO>[F:27][CH:25]([F:26])[O:24][C:22]1[CH:23]=[C:18]2[N:17]([CH2:28][CH3:29])[C:16](=[O:30])[N:15]([C:12]3[CH:13]=[CH:14][C:9]([OH:8])=[CH:10][CH:11]=3)[C:19]2=[N:20][CH:21]=1. Reported procedure: A mixture of 3-[4-(benzyloxy)phenyl]-6-(difluoromethoxy)-1-ethyl-1,3-dihydro-2H-imidazo[4,5-b]pyridin-2-one (110 mg) and 10% palladium on carbon (40 mg) in MeOH (10 mL) was hydrogenated under balloon pressure at room temperature for 2 h. The catalyst was removed by filtration and the filtrate was concentrated in vacuo to give 6-(difluoromethoxy)-1-ethyl-3-(4-hydroxyphenyl)-1,3-dihydro-2H-imidazo[4,5-b]pyridin-2-one (86 mg) as a pale yellow oil. The reactants are O=C(n1ccnc1)n1ccnc1, ClCCl, OC1CN2CCC1CC2, O. Product: O=C(OC1CN2CCC1CC2)n1ccnc1. Reaction SMILES: [C:10](=[O:11])([n:12]1[cH:13][n:14][cH:15][cH:16]1)[n:17]1[cH:18][cH:19][n:20][cH:21]1.[Cl:23][CH2:24][Cl:25].[N:1]12[CH2:2][CH:3]([OH:9])[CH:4]([CH2:5][CH2:6]1)[CH2:7][CH2:8]2.[OH2:22]>>[N:1]12[CH2:2][CH:3]([O:9][C:10](=[O:11])[n:12]3[cH:13][n:14][cH:15][cH:16]3)[CH:4]([CH2:5][CH2:6]1)[CH2:7][CH2:8]2. The reactants are FC1=C(C=CC(=C1)O)CCC(=O)OCC (ethyl 3-(2-fluoro-4-hydroxyphenyl)propanoate), C1(=CC=CC=C1)C=1N(C2=CC=CC=C2C1)CC1=CC=C(C=C1)CO ({4-[(2-phenyl-1H-indol-1-yl)methyl]phenyl}methanol), C(CCC)P(CCCC)CCCC (tributylphosphine), N(=NC(=O)N1CCCCC1)C(=O)N1CCCCC1 (1,1′-(azodicarbonyl)dipiperidine), [OH-].[Na+] (sodium hydroxide). Solvent: O1CCCC1 (tetrahydrofuran), C(C)OCC (Diethyl ether), O1CCCC1 (tetrahydrofuran), CO (methanol), C(C)(=O)OCC (ethyl acetate). Conditions: temperature 0 celsius. Product: FC1=C(C=CC(=C1)OCC1=CC=C(C=C1)CN1C(=CC2=CC=CC=C12)C1=CC=CC=C1)CCC(=O)O (3-[2-fluoro-4-({4-[(2-phenyl-1H-indol-1-yl)methyl]benzyl}oxy)phenyl]propanoic acid). The yield is 78.6%. RXN SMILES: [F:1][C:2]1[CH:7]=[C:6]([OH:8])[CH:5]=[CH:4][C:3]=1[CH2:9][CH2:10][C:11]([O:13]CC)=[O:12].[C:16]1([C:22]2[N:23]([CH2:31][C:32]3[CH:37]=[CH:36][C:35]([CH2:38]O)=[CH:34][CH:33]=3)[C:24]3[C:29]([CH:30]=2)=[CH:28][CH:27]=[CH:26][CH:25]=3)[CH:21]=[CH:20][CH:19]=[CH:18][CH:17]=1.C(P(CCCC)CCCC)CCC.N(C(N1CCCCC1)=O)=NC(N1CCCCC1)=O.[OH-].[Na+]>C(OCC)(=O)C.O1CCCC1.CO.C(OCC)C>[F:1][C:2]1[CH:7]=[C:6]([O:8][CH2:38][C:35]2[CH:34]=[CH:33][C:32]([CH2:31][N:23]3[C:24]4[C:29](=[CH:28][CH:27]=[CH:26][CH:25]=4)[CH:30]=[C:22]3[C:16]3[CH:21]=[CH:20][CH:19]=[CH:18][CH:17]=3)=[CH:37][CH:36]=2)[CH:5]=[CH:4][C:3]=1[CH2:9][CH2:10][C:11]([OH:13])=[O:12] |f:4.5|. Procedure: To a mixture of ethyl 3-(2-fluoro-4-hydroxyphenyl)propanoate (0.29 g, 1.34 mmol), {4-[(2-phenyl-1H-indol-1-yl)methyl]phenyl}methanol (0.38 g, 1.22 mmol), tributylphosphine (0.46 mL, 1.83 mmol) and tetrahydrofuran (7.6 mL) was added 1,1′-(azodicarbonyl)dipiperidine (0.46 g, 1.83 mmol) with stirring at 0° C., and the mixture was stirred at room temperature for 18 hr. Diethyl ether was added to the reaction mixture. The insoluble material was filtered off, and the filtrate was concentrated under re...